This data is from the Open Reaction Database (ORD), a public repository of structured organic reaction records. The task is: describe an organic reaction: reactants, conditions, products, and yield Reactants: C(#N)[BH3-].[Na+] (sodium cyanoborohydride), C(C)(=O)O (acetic acid), N1=CC(=CC=C1)C1=CC=C(C=O)C=C1 (4-pyridin-3-yl-benzaldehyde), C(C)(=O)O (acetic acid), NCCC1=C(NC2=CC=C(C=C12)C(C(=O)N1C2CCC1CC2)(C)C)C2=CC(=CC(=C2)C)C (2-[3-(2-aminoethyl)-2-(3,5-dimethylphenyl)-1H-indol-5-yl]-1-(7-azabicyclo[2.2.1]hept-7-yl)-2-methyl-propan-1-one). Run in CO (methanol). The product is C12CCC(CC1)N2C(C(C)(C)C=2C=C1C(=C(NC1=CC2)C2=CC(=CC(=C2)C)C)CCN(CC2=CC=C(C=C2)C=2C=NC=CC2)CC2=CC=C(C=C2)C=2C=NC=CC2)=O (1-(7-Aza-bicyclo[2.2.1]hept-7-yl)-2-[3-{2-[bis-(4-pyridin-3-yl-benzyl)amino]-ethyl}-2-(3,5-dimethylphenyl)-1H-indol-5-yl]-2-methyl-propan-1-one). As a reaction SMILES: [N:1]1[CH:6]=[CH:5][CH:4]=[C:3]([C:7]2[CH:14]=[CH:13][C:10]([CH:11]=O)=[CH:9][CH:8]=2)[CH:2]=1.[C:15](O)(=O)[CH3:16].[NH2:19][CH2:20][CH2:21][C:22]1[C:30]2[C:25](=[CH:26][CH:27]=[C:28]([C:31]([CH3:42])([CH3:41])[C:32]([N:34]3[CH:38]4[CH2:39][CH2:40][CH:35]3[CH2:36][CH2:37]4)=[O:33])[CH:29]=2)[NH:24][C:23]=1[C:43]1[CH:48]=[C:47]([CH3:49])[CH:46]=[C:45]([CH3:50])[CH:44]=1.[C:51]([BH3-])#[N:52].[Na+]>CO>[CH:35]12[N:34]([C:32](=[O:33])[C:31]([C:28]3[CH:29]=[C:30]4[C:25](=[CH:26][CH:27]=3)[NH:24][C:23]([C:43]3[CH:48]=[C:47]([CH3:49])[CH:46]=[C:45]([CH3:50])[CH:44]=3)=[C:22]4[CH2:21][CH2:20][N:19]([CH2:11][C:10]3[CH:13]=[CH:14][C:7]([C:3]4[CH:2]=[N:52][CH:51]=[CH:15][CH:16]=4)=[CH:8][CH:9]=3)[CH2:11][C:10]3[CH:13]=[CH:14][C:7]([C:3]4[CH:2]=[N:1][CH:6]=[CH:5][CH:4]=4)=[CH:8][CH:9]=3)([CH3:42])[CH3:41])[CH:38]([CH2:37][CH2:36]1)[CH2:39][CH2:40]2 |f:3.4|. Procedure: To a solution of 2.5 equivalents 4-pyridin-3-yl-benzaldehyde in a mixture of methanol and glacial acetic acid is added 2-[3-(2-aminoethyl)-2-(3,5-dimethylphenyl)-1H-indol-5-yl]-1-(7-azabicyclo[2.2.1]hept-7-yl)-2-methyl-propan-1-one followed by 3 Å powdered molecular seives. To this mixture, an excess of sodium cyanoborohydride is added and the pH adjusted to 5.5 by the addition of 10% methanolic acetic acid. After completion, the reaction is quenched by the addition of saturated sodium bicarbona... As a reaction SMILES: Cl[CH2:2][CH2:3][NH:4][C:5]([NH:7][CH:8]([CH:11]([CH3:13])[CH3:12])[C:9]#[CH:10])=[O:6].C(=O)([O-])[O-].[Na+].[Na+]>O>[NH3:4].[CH3:12][CH:11]([CH3:13])[CH:8]([NH:7][C:5]1[O:6][CH2:2][CH2:3][N:4]=1)[C:9]#[CH:10] |f:1.2.3|. Reported procedure: A solution of 169 mg of 1-(2-chloroethyl)-3-(4-methylpent-1-yn-3-yl)urea (Formula 24) in 10 mL of water was heated at 100° C. for 2.5 hours. The reaction mixture was cooled to room temperature. Then, a saturated solution of sodium carbonate was added to adjust the pH of the solution to greater than 8. The mixture was extracted with ethyl acetate. The combined ethyl acetate was washed with brine, dried over sodium sulfate and concentrated. Column chromatography (5% 7N NH3 in MeOH/CH2Cl2) gave 60 ... Product: N (NH3), CC(C(C#C)NC=1OCCN1)C (N-(4-methylpent-1-yn-3-yl)-4,5-dihydrooxazol-2-amine). Reactants: ClCCNC(=O)NC(C#C)C(C)C (1-(2-Chloroethyl)-3-(4-methylpent-1-yn-3-yl)urea), ClCCNC(=O)NC(C#C)C(C)C (1-(2-Chloroethyl)-3-(4-methylpent-1-yn-3-yl)urea), C([O-])([O-])=O.[Na+].[Na+] (sodium carbonate). Run in O (water). Isolated yield 86.6%. Reactants: O[C@H](C)[C@@H]1[C@H]2[C@H](C(=C(N2C1=O)C(=O)OCC1=CC=C(C=C1)[N+](=O)[O-])S[C@H]1C[C@H](N(C1)C(=O)OCC1=CC=C(C=C1)[N+](=O)[O-])CN1CCCC1)C (4-nitrobenzyl (4R,5S,6S)-6-[(1R)-1-hydroxyethyl]-3-[(2S,4S)-1-(4-nitrobenzyloxycarbonyl)-2-(pyrrolidin-1-yl)methylpyrrolidin-4-yl]thio-4-methyl-7-oxo-1-azabicyclo[3.2.0]hept-2-ene-2-carboxylate), CI (methyl iodide). The solvent is CC(=O)C (acetone). The product is [I-].O[C@H](C)[C@@H]1[C@H]2[C@H](C(=C(N2C1=O)C(=O)OCC1=CC=C(C=C1)[N+](=O)[O-])S[C@H]1C[C@H](N(C1)C(=O)OCC1=CC=C(C=C1)[N+](=O)[O-])C[N+]1(CCCC1)C)C (4-nitrobenzyl (4R,5S,6S)-6-[(1R)-1-hydroxyethyl]-3-[(2S,4S)-2-(1-methyl-1-pyrrolidinio)methyl-1-(4-nitrobenzyloxycarbonyl)pyrrolidin-4-yl]thio-4-methyl-7-oxo-1-azabicyclo[3.2.0]hept-2-ene-2-carboxylate iodide). RXN SMILES: [OH:1][C@@H:2]([C@H:4]1[C:10](=[O:11])[N:9]2[C@@H:5]1[C@@H:6]([CH3:50])[C:7]([S:25][C@@H:26]1[CH2:30][N:29]([C:31]([O:33][CH2:34][C:35]3[CH:40]=[CH:39][C:38]([N+:41]([O-:43])=[O:42])=[CH:37][CH:36]=3)=[O:32])[C@H:28]([CH2:44][N:45]3[CH2:49][CH2:48][CH2:47][CH2:46]3)[CH2:27]1)=[C:8]2[C:12]([O:14][CH2:15][C:16]1[CH:21]=[CH:20][C:19]([N+:22]([O-:24])=[O:23])=[CH:18][CH:17]=1)=[O:13])[CH3:3].[CH3:51][I:52]>CC(C)=O>[I-:52].[OH:1][C@@H:2]([C@H:4]1[C:10](=[O:11])[N:9]2[C@@H:5]1[C@@H:6]([CH3:50])[C:7]([S:25][C@@H:26]1[CH2:30][N:29]([C:31]([O:33][CH2:34][C:35]3[CH:36]=[CH:37][C:38]([N+:41]([O-:43])=[O:42])=[CH:39][CH:40]=3)=[O:32])[C@H:28]([CH2:44][N+:45]3([CH3:51])[CH2:49][CH2:48][CH2:47][CH2:46]3)[CH2:27]1)=[C:8]2[C:12]([O:14][CH2:15][C:16]1[CH:17]=[CH:18][C:19]([N+:22]([O-:24])=[O:23])=[CH:20][CH:21]=1)=[O:13])[CH3:3] |f:3.4|. Procedure: To a solution of 4-nitrobenzyl (4R,5S,6S)-6-[(1R)-1-hydroxyethyl]-3-[(2S,4S)-1-(4-nitrobenzyloxycarbonyl)-2-(pyrrolidin-1-yl)methylpyrrolidin-4-yl]thio-4-methyl-7-oxo-1-azabicyclo[3.2.0]hept-2-ene-2-carboxylate (0.35 g) in acetone (3.5 ml) was added methyl iodide (0.15 ml) at ambient temperature. The mixture was stirred for hours. The reaction mixture was evaporated in vacuo to give 4-nitrobenzyl (4R,5S,6S)-6-[(1R)-1-hydroxyethyl]-3-[(2S,4S)-2-(1-methyl-1-pyrrolidinio)methyl-1-(4-nitrobenzyloxyc... Reaction SMILES: O=[C:2]([CH2:5][CH2:6][CH2:7][CH3:8])[CH:3]=O.O=C(C)C=O.CC1[N:16]=[C:17]([OH:24])[C:18]([C:21]([NH2:23])=[O:22])=[N:19]C=1.NC(C(N)=O)C(N)=O>>[CH2:5]([C:2]1[N:16]=[C:17]([OH:24])[C:18]([C:21]([NH2:23])=[O:22])=[N:19][CH:3]=1)[CH2:6][CH2:7][CH3:8]. Product: C(CCC)C=1N=C(C(=NC1)C(=O)N)O (5-n-butyl-3-hydroxypyrazine-2-carboxamide). Procedure details: 2-Oxohexanal (F. Ballistreri, et al., J. Organic Chem., 53, 830 (1988) is reacted (according to the method described by F. L. Muehlmann and A. R. Day in J. American Chem. Soc., 78, 242-4(1956) substituting 2-oxohexanal for the 2-oxopropanal used in the synthesis of 5-methyl-3-hydroxypyrazine-2-carboxamide) with aminomalonamide to give 5-n-butyl-3-hydroxypyrazine-2-carboxamide. The amide is hydrolyzed with sodium hydroxide in water at 95° C. to give 5-n-butyl-3-hydroxypyrazine-2-carboxylic acid. ... Reactants: O=C(C=O)CCCC (2-Oxohexanal), O=C(C=O)CCCC (2-oxohexanal), O=C(C=O)C (2-oxopropanal), CC=1N=C(C(=NC1)C(=O)N)O (5-methyl-3-hydroxypyrazine-2-carboxamide), NC(C(=O)N)C(=O)N (aminomalonamide). Procedure details: A dry tetrahydrofuran suspension (4 l) containing 440 g (11 mol) of 60% sodium hydride was cooled to 0° C., and 1.8 l of a tetrahydrofuran solution of 1.161 kg (10 mol) of methyl acetoacetate was added thereto dropwise, followed by stirring at room temperature for 1 hour. To the reaction mixture was added dropwise 1.789 kg (11 mol) of octanoyl chloride at 0 to 5° C., followed by stirring at room temperature overnight. After confirming disappearance of the octanoyl chloride by thin layer chromato... Conditions: temperature 0 celsius, time 1 hour. Product: O=C(CC(=O)OC)CCCCCCC (methyl 3-oxodecanoate). As a reaction SMILES: [H-].[Na+].[C:3]([O:9][CH3:10])(=[O:8])[CH2:4][C:5]([CH3:7])=[O:6].[C:11](Cl)(=O)[CH2:12][CH2:13][CH2:14][CH2:15][CH2:16]CC>O1CCCC1>[O:6]=[C:5]([CH2:7][CH2:11][CH2:12][CH2:13][CH2:14][CH2:15][CH3:16])[CH2:4][C:3]([O:9][CH3:10])=[O:8] |f:0.1|. Starting materials: [H-].[Na+] (sodium hydride), C(CCCCCCC)(=O)Cl (octanoyl chloride), C(CCCCCCC)(=O)Cl (octanoyl chloride), C(CC(=O)C)(=O)OC (methyl acetoacetate). The yield is 55.0%. Solvent: O1CCCC1 (tetrahydrofuran), O1CCCC1 (tetrahydrofuran), O1CCCC1 (tetrahydrofuran). Reactants: COC(=O)C(Cc1ccc(-c2cccn(C)c2=O)cc1)NC(=O)OC(C)(C)C, Cl, C1COCCO1. Product: COC(=O)C(N)Cc1ccc(-c2cccn(C)c2=O)cc1, Cl. As a reaction SMILES: [CH3:1][O:2][C:3]([CH:4]([NH:5][C:6]([O:7][C:8]([CH3:9])([CH3:10])[CH3:11])=[O:12])[CH2:13][c:14]1[cH:15][cH:16][c:17](-[c:20]2[c:21](=[O:27])[n:22]([CH3:26])[cH:23][cH:24][cH:25]2)[cH:18][cH:19]1)=[O:28].[ClH:29].[O:30]1[CH2:31][CH2:32][O:33][CH2:34][CH2:35]1>>[CH3:1][O:2][C:3]([CH:4]([NH2:5])[CH2:13][c:14]1[cH:15][cH:16][c:17](-[c:20]2[c:21](=[O:27])[n:22]([CH3:26])[cH:23][cH:24][cH:25]2)[cH:18][cH:19]1)=[O:28].[ClH:29]. Starting materials: ClC=1C=CC(=NC1)OCC(C(C)(C)C)=O (1-(5-chloro-2-pyridinyloxy)-3,3-dimethyl-2-butanone), BrN1C(CCC1=O)=O (N-bromosuccinimide), BrN1C(CCC1=O)=O (NBS). Solvent: C(Cl)(Cl)(Cl)Cl (carbon tetrachloride). Yields the product BrC(C(C(C)(C)C)=O)OC1=NC=C(C=C1)Cl (1-bromo-1-(5-chloro-2-pyridinyloxy)-3,3-dimethyl-2-butanone). As a reaction SMILES: [Cl:1][C:2]1[CH:3]=[CH:4][C:5]([O:8][CH2:9][C:10](=[O:15])[C:11]([CH3:14])([CH3:13])[CH3:12])=[N:6][CH:7]=1.[Br:16]N1C(=O)CCC1=O>C(Cl)(Cl)(Cl)Cl>[Br:16][CH:9]([O:8][C:5]1[CH:4]=[CH:3][C:2]([Cl:1])=[CH:7][N:6]=1)[C:10](=[O:15])[C:11]([CH3:12])([CH3:14])[CH3:13]. Procedure details: A mixture of 10.5 g (0.046 mole) 1-(5-chloro-2-pyridinyloxy)-3,3-dimethyl-2-butanone, prepared above, and 8.37 g (0.047 mole) N-bromosuccinimide (NBS) in 300 ml. carbon tetrachloride, with stirring, was irradiated and heated with a sunlamp until all of the NBS was consumed (about 45 min.). The reaction mixture was cooled, filtered, and the filtrate washed with aqueous sodium bisulfite and dried. After removal of the solvent, there was obtained a quantitative yield of 1-bromo-1-(5-chloro-2-pyridi...